This data is from the Open Reaction Database (ORD), a public repository of structured organic reaction records. The task is: describe an organic reaction: reactants, conditions, products, and yield Reported procedure: 1,3-Cyclohexanedione (8 g) was added to a solution of 4-methoxyphenylhydrazine hydrochloride (10 g) in ethanol (350 ml) and water (70 ml). The resulting solution was stirred at room temperature for 3 h and then at reflux for 14 h. On cooling to ambient temperature, the reaction mixture was poured into water (3 l) to give a solid, which was dried in vacuo to give the title compound, (6.0 g) m.p. 279°-279.5°. Isolated yield 48.7%. Run at time 3 hour. RXN SMILES: [C:1]1(=[O:8])[CH2:6][CH2:5][CH2:4][C:3](=O)[CH2:2]1.Cl.[CH3:10][O:11][C:12]1[CH:17]=[CH:16][C:15]([NH:18]N)=[CH:14][CH:13]=1>C(O)C.O>[CH3:10][O:11][C:12]1[CH:13]=[C:14]2[C:15](=[CH:16][CH:17]=1)[NH:18][C:3]1[CH2:4][CH2:5][CH2:6][C:1](=[O:8])[C:2]2=1 |f:1.2|. Solvent: C(C)O (ethanol), O (water), O (water). Reactants: C1(CC(CCC1)=O)=O (1,3-Cyclohexanedione), Cl.COC1=CC=C(C=C1)NN (4-methoxyphenylhydrazine hydrochloride). Yields the product COC=1C=C2C=3C(CCCC3NC2=CC1)=O (1,2,3,9-Tetrahydro-6-methoxy-4H-carbazol-4-one).